From a dataset of the Open Reaction Database (ORD), a public repository of structured organic reaction records. describe an organic reaction: reactants, conditions, products, and yield The reactants are C=Cc1cc(N(Cc2ccc(C)nc2)C(=O)OCC)c([N+](=O)[O-])c(N)n1, CC(C)=O, [O-][I+3]([O-])([O-])[O-], [Na+]. The product is CCOC(=O)N(Cc1ccc(C)nc1)c1cc(C=O)nc(N)c1[N+](=O)[O-]. As a reaction SMILES: [CH2:1]([CH3:2])[O:3][C:4]([N:5]([CH2:6][c:7]1[cH:8][n:9][c:10]([CH3:13])[cH:11][cH:12]1)[c:14]1[c:15]([N+:23](=[O:24])[O-:25])[c:16]([NH2:22])[n:17][c:18]([CH:20]=[CH2:21])[cH:19]1)=[O:26].[CH3:33][C:34](=[O:35])[CH3:36].[I+3:27]([O-:28])([O-:29])([O-:30])[O-:31].[Na+:32]>>[CH2:1]([CH3:2])[O:3][C:4]([N:5]([CH2:6][c:7]1[cH:8][n:9][c:10]([CH3:13])[cH:11][cH:12]1)[c:14]1[c:15]([N+:23](=[O:24])[O-:25])[c:16]([NH2:22])[n:17][c:18]([CH:20]=[O:28])[cH:19]1)=[O:26]. Reaction SMILES: [C:16](=[O:17])([O-:18])[O-:19].[CH2:22]([c:23]1[cH:24][cH:25][cH:26][cH:27][cH:28]1)[Br:29].[CH3:31][N:32]([CH3:33])[CH:34]=[O:35].[ClH:30].[K+:20].[K+:21].[OH2:36].[OH:1][CH:2]([C:3](=[O:4])[OH:5])[c:6]1[cH:7][cH:8][c:9]([CH2:12][CH:13]([CH3:14])[CH3:15])[cH:10][cH:11]1>>[OH:1][CH:2]([C:3](=[O:4])[O:5][CH2:22][c:23]1[cH:24][cH:25][cH:26][cH:27][cH:28]1)[c:6]1[cH:7][cH:8][c:9]([CH2:12][CH:13]([CH3:14])[CH3:15])[cH:10][cH:11]1. Starting materials: O=C([O-])[O-], BrCc1ccccc1, CN(C)C=O, Cl, [K+], [K+], O, CC(C)Cc1ccc(C(O)C(=O)O)cc1. Product: CC(C)Cc1ccc(C(O)C(=O)OCc2ccccc2)cc1. Reaction SMILES: [Cl:20][CH2:21][Cl:22].[I:9][c:10]1[cH:11][cH:12][c:13]([S:16](=[O:17])(=[O:18])[OH:19])[cH:14][cH:15]1.[NH2:1][CH:2]1[CH:3]([NH2:8])[CH2:4][CH2:5][CH2:6][CH2:7]1>>[NH2:1][CH:2]1[CH:3]([NH:8][S:16]([c:13]2[cH:12][cH:11][c:10]([I:9])[cH:15][cH:14]2)(=[O:17])=[O:18])[CH2:4][CH2:5][CH2:6][CH2:7]1. Yields the product NC1CCCCC1NS(=O)(=O)c1ccc(I)cc1. Reactants: ClCCl, O=S(=O)(O)c1ccc(I)cc1, NC1CCCCC1N.